From a dataset of the Open Reaction Database (ORD), a public repository of structured organic reaction records. describe an organic reaction: reactants, conditions, products, and yield Reactants: COC(=O)c1sc(-c2ccccc2)cc1NCC1CCN(C(=O)OCc2ccccc2)CC1, CCOC(C)=O, O=C(Cl)c1ccc(Cl)cc1Cl, ClCCCl. The product is COC(=O)c1sc(-c2ccccc2)cc1N(CC1CCN(C(=O)OCc2ccccc2)CC1)C(=O)c1ccc(Cl)cc1Cl. As a reaction SMILES: [CH2:1]([c:2]1[cH:3][cH:4][cH:5][cH:6][cH:7]1)[O:8][C:9](=[O:10])[N:11]1[CH2:12][CH2:13][CH:14]([CH2:17][NH:18][c:19]2[c:20]([C:30](=[O:31])[O:32][CH3:33])[s:21][c:22](-[c:24]3[cH:25][cH:26][cH:27][cH:28][cH:29]3)[cH:23]2)[CH2:15][CH2:16]1.[CH3:49][CH2:50][O:51][C:52]([CH3:53])=[O:54].[Cl:34][c:35]1[c:36]([C:37](=[O:38])[Cl:39])[cH:40][cH:41][c:42]([Cl:44])[cH:43]1.[Cl:45][CH2:46][CH2:47][Cl:48]>>[CH2:1]([c:2]1[cH:3][cH:4][cH:5][cH:6][cH:7]1)[O:8][C:9](=[O:10])[N:11]1[CH2:12][CH2:13][CH:14]([CH2:17][N:18]([c:19]2[c:20]([C:30](=[O:31])[O:32][CH3:33])[s:21][c:22](-[c:24]3[cH:25][cH:26][cH:27][cH:28][cH:29]3)[cH:23]2)[C:37]([c:36]2[c:35]([Cl:34])[cH:43][c:42]([Cl:44])[cH:41][cH:40]2)=[O:38])[CH2:15][CH2:16]1. Reactants: C1(=CC=CC=C1)S(=O)(=O)N1C=C(C=C1)CCN (2-(1-phenylsulphonyl-3-pyrrolyl)ethylamine), C1C(C2=CC=CC=C2)O1 (styrene oxide). The solvent is C(C)#N (acetonitrile). The product is OC(CNCCC1=CN(C=C1)S(=O)(=O)C1=CC=CC=C1)C1=CC=CC=C1 (N-(2-Hydroxy-2-phenylethyl)-2-(1-phenylsulphonyl-3-pyrrolyl)ethylamine). Reaction SMILES: [C:1]1([S:7]([N:10]2[CH:14]=[CH:13][C:12]([CH2:15][CH2:16][NH2:17])=[CH:11]2)(=[O:9])=[O:8])[CH:6]=[CH:5][CH:4]=[CH:3][CH:2]=1.[CH2:18]1[O:26][CH:19]1[C:20]1[CH:25]=[CH:24][CH:23]=[CH:22][CH:21]=1>C(#N)C>[OH:26][CH:19]([C:20]1[CH:25]=[CH:24][CH:23]=[CH:22][CH:21]=1)[CH2:18][NH:17][CH2:16][CH2:15][C:12]1[CH:13]=[CH:14][N:10]([S:7]([C:1]2[CH:6]=[CH:5][CH:4]=[CH:3][CH:2]=2)(=[O:8])=[O:9])[CH:11]=1. Reported procedure: A mixture of 2-(1-phenylsulphonyl-3-pyrrolyl)ethylamine (1.8 g), styrene oxide (0.51 g) and acetonitrile (20 ml) were refluxed for three days. The solution was evaporated and the brown oil was purified by chromatography on silica, eluting with dichloromethane, chloroform then with increasing amounts of methanol (1→10%) in chloroform, to give the title product as a brown oil. Starting materials: CO, Clc1nsnc1OCc1ccncc1, CN(C)C=O, c1ccc(N2CCNCC2)cc1. Product: c1ccc(N2CCN(c3nsnc3OCc3ccncc3)CC2)cc1. RXN SMILES: [CH3:32][OH:33].[Cl:1][c:2]1[c:3]([O:7][CH2:8][c:9]2[cH:10][cH:11][n:12][cH:13][cH:14]2)[n:4][s:5][n:6]1.[O:27]=[CH:28][N:29]([CH3:30])[CH3:31].[c:15]1([N:21]2[CH2:22][CH2:23][NH:24][CH2:25][CH2:26]2)[cH:16][cH:17][cH:18][cH:19][cH:20]1>>[c:2]1([N:24]2[CH2:23][CH2:22][N:21]([c:15]3[cH:16][cH:17][cH:18][cH:19][cH:20]3)[CH2:26][CH2:25]2)[c:3]([O:7][CH2:8][c:9]2[cH:10][cH:11][n:12][cH:13][cH:14]2)[n:4][s:5][n:6]1. Starting materials: NCC1C2C(CC(C1)C2)CN (2,6-bis(aminomethyl)-bicyclo-[2,2,1]-heptane), diamines, NCC1C2CC(C(C1)C2)CN (2,5-bis-(aminomethyl)-bicyclo-[2,2,1]-heptane), alkane, NCC1CC(CCC1)CN (1,3-bis-(aminomethyl)-cyclohexane), NCC1CCC(CC1)CN (1,4-bis-(aminomethyl)-cyclohexane), bis-(4-aminocyclohexyl). Yields the product C1(=CC(=CC=C1)CN)CN (m-xylylenediamine). As a reaction SMILES: [NH2:1][CH2:2][CH:3]1[CH2:8][CH2:7][CH2:6][CH:5]([CH2:9][NH2:10])[CH2:4]1.NCC1CCC(CN)CC1.NCC1CC2CC1CC2CN.NCC1CC2CC1C(CN)C2>>[C:5]1([CH2:9][NH2:10])[CH:6]=[CH:7][CH:8]=[C:3]([CH2:2][NH2:1])[CH:4]=1. Procedure details: 5 to 50 mol % of one or more diamines selected from 1,3-bis-(aminomethyl)-cyclohexane; 1,4-bis-(aminomethyl)-cyclohexane; 2,5-bis-(aminomethyl)-bicyclo-[2,2,1]-heptane; 2,6-bis(aminomethyl)-bicyclo-[2,2,1]-heptane; bis-(4-aminocyclohexyl) derivative of an alkane having from 1 to 6 carbon atoms; and m-xylylenediamine, provided that up to 50 mol % of the m-xylylenediamine may be substituted by p-xylylene diamine, Starting materials: BrC=1C=C2CCC3(CCC3)OC2=CC1 (6-bromospiro[chromane-2,1′-cyclobutane]), C(CCC)[Li] (n-butyl lithium), COC1=C(C=O)C=C(C=C1)C1(O[C@@H]([C@H]([C@@H]([C@H]1OCC1=CC=CC=C1)OCC1=CC=CC=C1)OCC1=CC=CC=C1)COCC1=CC=CC=C1)O (2-Methoxy-5-((3R,4S,5R,6R)-3,4,5-tris-benzyloxy-6-benzyloxymethyl-2-hydroxy-tetrahydro-pyran-2-yl)-benzaldehyde). Solvent: C1CCOC1 (THF), C1(=CC=CC=C1)C (toluene). Reaction conditions: time 1 hour. Product: COC1=C(C=C(C=C1)C1(O[C@@H]([C@H]([C@@H]([C@H]1OCC1=CC=CC=C1)OCC1=CC=CC=C1)OCC1=CC=CC=C1)COCC1=CC=CC=C1)O)C(=O)C=1C=C2CCC3(CCC3)OC2=CC1 ([2-methoxy-5-[(3R,4S,5R,6R)-3,4,5-tribenzyloxy-6-(benzyloxymethyl)-2-hydroxytetrahydropyran-2-yl]phenyl]-spiro[chromane-2,1′-cyclobutane]-6-yl-methanone). Yield: 65.6%. Reaction SMILES: Br[C:2]1[CH:3]=[C:4]2[C:12](=[CH:13][CH:14]=1)[O:11][C:7]1([CH2:10][CH2:9][CH2:8]1)[CH2:6][CH2:5]2.C([Li])CCC.[CH3:20][O:21][C:22]1[CH:29]=[CH:28][C:27]([C:30]2([OH:69])[C@H:35]([O:36][CH2:37][C:38]3[CH:43]=[CH:42][CH:41]=[CH:40][CH:39]=3)[C@@H:34]([O:44][CH2:45][C:46]3[CH:51]=[CH:50][CH:49]=[CH:48][CH:47]=3)[C@H:33]([O:52][CH2:53][C:54]3[CH:59]=[CH:58][CH:57]=[CH:56][CH:55]=3)[C@@H:32]([CH2:60][O:61][CH2:62][C:63]3[CH:68]=[CH:67][CH:66]=[CH:65][CH:64]=3)[O:31]2)=[CH:26][C:23]=1[CH:24]=[O:25]>C1COCC1.C1(C)C=CC=CC=1>[CH3:20][O:21][C:22]1[CH:29]=[CH:28][C:27]([C:30]2([OH:69])[C@H:35]([O:36][CH2:37][C:38]3[CH:39]=[CH:40][CH:41]=[CH:42][CH:43]=3)[C@@H:34]([O:44][CH2:45][C:46]3[CH:51]=[CH:50][CH:49]=[CH:48][CH:47]=3)[C@H:33]([O:52][CH2:53][C:54]3[CH:55]=[CH:56][CH:57]=[CH:58][CH:59]=3)[C@@H:32]([CH2:60][O:61][CH2:62][C:63]3[CH:64]=[CH:65][CH:66]=[CH:67][CH:68]=3)[O:31]2)=[CH:26][C:23]=1[C:24]([C:2]1[CH:3]=[C:4]2[C:12](=[CH:13][CH:14]=1)[O:11][C:7]1([CH2:10][CH2:9][CH2:8]1)[CH2:6][CH2:5]2)=[O:25]. Reported procedure: To a stirred solution of 6-bromospiro[chromane-2,1′-cyclobutane] (0.563 g, 2.23 mmol) in THF (3 mL) at −78° C. was added n-butyl lithium (1.45 mL, 2.23 mmol) and stirred for 1 h. Compound obtained in step III (0.3 g, 0.45 mmol) in toluene (3 mL) was cooled to −78° C. and Ithium salt prepared above was added to this at −78° C. This reaction mixture was stirred for 1 h, quenched with sat. NH4Cl (10 mL) and extracted with ethyl acetate (2×20 mL). The ethyl acetate layer was washed with water, brine... The reactants are O=C([O-])[O-], COC(=O)C(CC(C)C)c1cc(-c2ccc(C(F)(F)F)cc2)cc(N(C)C(CCC(C)C)c2cc(F)cc(F)c2)c1, CI, CC#N, [Cs+], [Cs+]. The product is CC(C)CCC(c1cc(F)cc(F)c1)N(C)c1cc(-c2ccc(C(F)(F)F)cc2)cc(C(CC(C)C)C(=O)O)c1. As a reaction SMILES: [C:44](=[O:45])([O-:46])[O-:47].[CH3:1][O:2][C:3]([CH:4]([CH2:5][CH:6]([CH3:7])[CH3:8])[c:9]1[cH:10][c:11](-[c:31]2[cH:32][cH:33][c:34]([C:37]([F:38])([F:39])[F:40])[cH:35][cH:36]2)[cH:12][c:13]([N:15]([CH3:16])[CH:17]([CH2:18][CH2:19][CH:20]([CH3:21])[CH3:22])[c:23]2[cH:24][c:25]([F:30])[cH:26][c:27]([F:29])[cH:28]2)[cH:14]1)=[O:41].[CH3:42][I:43].[CH3:50][C:51]#[N:52].[Cs+:48].[Cs+:49]>>[O:2]=[C:3]([CH:4]([CH2:5][CH:6]([CH3:7])[CH3:8])[c:9]1[cH:10][c:11](-[c:31]2[cH:32][cH:33][c:34]([C:37]([F:38])([F:39])[F:40])[cH:35][cH:36]2)[cH:12][c:13]([N:15]([CH3:16])[CH:17]([CH2:18][CH2:19][CH:20]([CH3:21])[CH3:22])[c:23]2[cH:24][c:25]([F:30])[cH:26][c:27]([F:29])[cH:28]2)[cH:14]1)[OH:41]. The reactants are O=c1c2cccc(Cl)c2nc(CCl)n1-c1ccccc1Cl, [K+], [K+], Nc1ncnc2[nH]cnc12, O=C([O-])[O-], CN(C)C=O. Yields the product Nc1ncnc2c1ncn2Cc1nc2c(Cl)cccc2c(=O)n1-c1ccccc1Cl. RXN SMILES: [Cl:1][c:2]1[cH:3][cH:4][cH:5][c:6]2[c:7](=[O:21])[n:8](-[c:14]3[c:15]([Cl:20])[cH:16][cH:17][cH:18][cH:19]3)[c:9]([CH2:12][Cl:13])[n:10][c:11]12.[K+:32].[K+:33].[NH2:22][c:23]1[n:24][cH:25][n:26][c:27]2[nH:28][cH:29][n:30][c:31]12.[O-:34][C:35]([O-:36])=[O:37].[O:38]=[CH:39][N:40]([CH3:41])[CH3:42]>>[Cl:1][c:2]1[cH:3][cH:4][cH:5][c:6]2[c:7](=[O:21])[n:8](-[c:14]3[c:15]([Cl:20])[cH:16][cH:17][cH:18][cH:19]3)[c:9]([CH2:12][n:28]3[c:27]4[n:26][cH:25][n:24][c:23]([NH2:22])[c:31]4[n:30][cH:29]3)[n:10][c:11]12. Reactants: O=S1([C@@H]2CN(C(C1)C2)CCN[C@]21[C@@H]([C@H]3CC[C@@H]4[C@]5(CC=C(C([C@@H]5CC[C@]4([C@@]3(CC2)C)C)(C)C)C2=CC3C(C3C2)C(=O)OCC)C)[C@@H](CC1)C(=C)C)=O (ethyl 3-((1R,3aS,5aR,5bR,7aR,11aS,11bR,13aR,13bR)-3a-((2-((1S)-2,2-dioxido-2-thia-5-azabicyclo[2.2.1]heptan-5-yl)ethyl)amino)-5a,5b,8,8,11a-pentamethyl-1-(prop-1-en-2-yl)-2,3,3a,4,5,5a,5b,6,7,7a,8,11,11a,11b,12,13,13a,13b-octadecahydro-1H-cyclopenta[a]chrysen-9-yl)bicyclo[3.1.0]hex-2-ene-6-carboxylate), Cl.C12OCC(NC1)C2 (racemic (1S)-2-oxa-5-azabicyclo[2.2.1]heptane hydrochloride). Product: [C@@H]12OCC(N(C1)CCN[C@]13[C@@H]([C@H]4CC[C@@H]5[C@]6(CC=C(C([C@@H]6CC[C@]5([C@@]4(CC1)C)C)(C)C)C1=CC4C(C4C1)C(=O)OCC)C)[C@@H](CC3)C(=C)C)C2 (ethyl 3-((1R,3aS,5aR,5bR,7aR,11aS,11bR,13aR,13bR)-3a-((2-((1S)-2-oxa-5-azabicyclo[2.2.1]heptan-5-yl)ethyl)amino)-5a,5b,8,8,11a-pentamethyl-1-(prop-1-en-2-yl)-2,3,3a,4,5,5a,5b,6,7,7a,8,11,11a,11b,12,13,13a,13b-octadecahydro-1H-cyclopenta[a]chrysen-9-yl)bicyclo[3.1.0]hex-2-ene-6-carboxylate). As a reaction SMILES: O=S1(=O)[CH2:7][CH:6]2[CH2:8][C@H:3]1[CH2:4][N:5]2[CH2:9][CH2:10][NH:11][C@:12]12[CH2:48][CH2:47][C@@H:46]([C:49]([CH3:51])=[CH2:50])[C@@H:13]1[C@@H:14]1[C@@:27]([CH3:30])([CH2:28][CH2:29]2)[C@@:26]2([CH3:31])[C@@H:17]([C@:18]3([CH3:45])[C@@H:23]([CH2:24][CH2:25]2)[C:22]([CH3:33])([CH3:32])[C:21]([C:34]2[CH2:39][CH:38]4[CH:36]([CH:37]4[C:40]([O:42][CH2:43][CH3:44])=[O:41])[CH:35]=2)=[CH:20][CH2:19]3)[CH2:16][CH2:15]1.Cl.C12CC(NC1)C[O:55]2>>[C@H:3]12[CH2:8][CH:6]([N:5]([CH2:9][CH2:10][NH:11][C@:12]34[CH2:48][CH2:47][C@@H:46]([C:49]([CH3:51])=[CH2:50])[C@@H:13]3[C@@H:14]3[C@@:27]([CH3:30])([CH2:28][CH2:29]4)[C@@:26]4([CH3:31])[C@@H:17]([C@:18]5([CH3:45])[C@@H:23]([CH2:24][CH2:25]4)[C:22]([CH3:32])([CH3:33])[C:21]([C:34]4[CH2:39][CH:38]6[CH:36]([CH:37]6[C:40]([O:42][CH2:43][CH3:44])=[O:41])[CH:35]=4)=[CH:20][CH2:19]5)[CH2:16][CH2:15]3)[CH2:4]1)[CH2:7][O:55]2 |f:1.2|. Procedure: The title compound was prepared quantitative yield following the method described above for the preparation of ethyl 3-((1R,3aS,5aR,5bR,7aR,11aS,11bR,13aR,13bR)-3a-((2-((1S)-2,2-dioxido-2-thia-5-azabicyclo[2.2.1]heptan-5-yl)ethyl)amino)-5a,5b,8,8,11a-pentamethyl-1-(prop-1-en-2-yl)-2,3,3a,4,5,5a,5b,6,7,7a,8,11,11a,11b,12,13,13a,13b-octadecahydro-1H-cyclopenta[a]chrysen-9-yl)bicyclo[3.1.0]hex-2-ene-6-carboxylate, using racemic (1S)-2-oxa-5-azabicyclo[2.2.1]heptane hydrochloride as the reactant. MS... The reactants are IC1=C2C(=NC(=C1C(C(=O)OC)O)C)SC1=C2CCCC1 (methyl 2-[4-iodo-2-methyl-5,6,7,8-tetrahydro[1]benzothieno[2,3-b]pyridin-3-yl]-2-hydroxyacetate), C(C)(=O)OC(C)(C)C (tert-butyl acetate), Cl(=O)(=O)(=O)O (perchloric acid). Conditions: time 3 day. Product: IC1=C2C(=NC(=C1C(C(=O)OC)OC(C)(C)C)C)SC1=C2CCCC1 (Methyl 2-[4-iodo-2-methyl-5,6,7,8-tetrahydro[1]benzothieno[2,3-b]pyridin-3-yl]-2-tert-butoxyacetate). Isolated yield 32.6%. As a reaction SMILES: [I:1][C:2]1[C:7]([CH:8]([OH:13])[C:9]([O:11][CH3:12])=[O:10])=[C:6]([CH3:14])[N:5]=[C:4]2[S:15][C:16]3[CH2:21][CH2:20][CH2:19][CH2:18][C:17]=3[C:3]=12.C(O[C:26]([CH3:29])([CH3:28])[CH3:27])(=O)C.Cl(O)(=O)(=O)=O>>[I:1][C:2]1[C:7]([CH:8]([O:13][C:26]([CH3:29])([CH3:28])[CH3:27])[C:9]([O:11][CH3:12])=[O:10])=[C:6]([CH3:14])[N:5]=[C:4]2[S:15][C:16]3[CH2:21][CH2:20][CH2:19][CH2:18][C:17]=3[C:3]=12. Procedure details: To a solution of methyl 2-[4-iodo-2-methyl-5,6,7,8-tetrahydro[1]benzothieno[2,3-b]pyridin-3-yl]-2-hydroxyacetate (2.1 g; 5.03 mmol) in tert-butyl acetate (15 mL; 112 mmol) under a nitrogen atmosphere was added perchloric acid 70% (0.342 mL; 5.52 mmol). The reaction was stirred at room temperature for 3 days and quenched by adding a saturated solution of sodium bicarbonate. The mixture was diluted with dichloromethane and the phases were separated. The organic layer was dried over sodium sulphate... Reactants: N1(CCC1)CCN1C(=NC(=C1)C1=CC(=C(C=C1)F)C)C1CCN(CC1)C1=C(C(=NC=N1)N)Br (6-{4-[1-(2-azetidin-1-yl-ethyl)-4-(4-fluoro-3-methyl-phenyl)-1H-imidazol-2-yl]-piperidin-1-yl}-5-bromo-pyrimidin-4-ylamine), N1=CC(=CC=C1)B(O)O (pyridin-3-ylboronic acid). The product is N1(CCC1)CCN1C(=NC(=C1)C1=CC(=C(C=C1)F)C)C1CCN(CC1)C1=C(C(=NC=N1)N)C=1C=NC=CC1 (6-{4-[1-(2-Azetidin-1-yl-ethyl)-4-(4-fluoro-3-methyl-phenyl)-1H-imidazol-2-yl]-piperidin-1-yl}-5-pyridin-3-yl-pyrimidin-4-ylamine). Reaction SMILES: [N:1]1([CH2:5][CH2:6][N:7]2[CH:11]=[C:10]([C:12]3[CH:17]=[CH:16][C:15]([F:18])=[C:14]([CH3:19])[CH:13]=3)[N:9]=[C:8]2[CH:20]2[CH2:25][CH2:24][N:23]([C:26]3[N:31]=[CH:30][N:29]=[C:28]([NH2:32])[C:27]=3Br)[CH2:22][CH2:21]2)[CH2:4][CH2:3][CH2:2]1.[N:34]1[CH:39]=[CH:38][CH:37]=[C:36](B(O)O)[CH:35]=1>>[N:1]1([CH2:5][CH2:6][N:7]2[CH:11]=[C:10]([C:12]3[CH:17]=[CH:16][C:15]([F:18])=[C:14]([CH3:19])[CH:13]=3)[N:9]=[C:8]2[CH:20]2[CH2:25][CH2:24][N:23]([C:26]3[N:31]=[CH:30][N:29]=[C:28]([NH2:32])[C:27]=3[C:36]3[CH:35]=[N:34][CH:39]=[CH:38][CH:37]=3)[CH2:22][CH2:21]2)[CH2:4][CH2:3][CH2:2]1. Procedure: The title compound was prepared according to the procedure described for the preparation of compound “8” by using 6-{4-[1-(2-azetidin-1-yl-ethyl)-4-(4-fluoro-3-methyl-phenyl)-1H-imidazol-2-yl]-piperidin-1-yl}-5-bromo-pyrimidin-4-ylamine and pyridin-3-ylboronic acid as the starting materials. LC-MS (M+H=513, obsd=513).